This data is from the Open Reaction Database (ORD), a public repository of structured organic reaction records. The task is: describe an organic reaction: reactants, conditions, products, and yield Reactants: OBO, CSCc1cc(Br)c2ncccc2c1, c1ccccc1. Yields the product CSCc1cc(-c2ccccc2)c2ncccc2c1. RXN SMILES: [BH:15]([OH:16])[OH:17].[CH3:1][S:2][CH2:3][c:4]1[cH:5][c:6]2[cH:7][cH:8][cH:9][n:10][c:11]2[c:12]([Br:14])[cH:13]1.[cH:18]1[cH:19][cH:20][cH:21][cH:22][cH:23]1>>[CH3:1][S:2][CH2:3][c:4]1[cH:5][c:6]2[cH:7][cH:8][cH:9][n:10][c:11]2[c:12](-[c:18]2[cH:19][cH:20][cH:21][cH:22][cH:23]2)[cH:13]1.